Task: describe an organic reaction: reactants, conditions, products, and yield. Dataset: the Open Reaction Database (ORD), a public repository of structured organic reaction records The reactants are C1CCNCC1, CCOC(C)=O, N#Cc1ccc(OS(=O)(=O)C(F)(F)F)c2ccsc12, O. The product is N#Cc1ccc(N2CCCCC2)c2ccsc12. As a reaction SMILES: [CH2:20]1[CH2:21][CH2:22][NH:23][CH2:24][CH2:25]1.[CH3:26][CH2:27][O:28][C:29](=[O:30])[CH3:31].[F:1][C:2]([F:3])([F:4])[S:5]([O:6][c:7]1[cH:8][cH:9][c:10]([C:16]#[N:17])[c:11]2[c:12]1[cH:13][cH:14][s:15]2)(=[O:18])=[O:19].[OH2:32]>>[c:7]1([N:23]2[CH2:22][CH2:21][CH2:20][CH2:25][CH2:24]2)[cH:8][cH:9][c:10]([C:16]#[N:17])[c:11]2[c:12]1[cH:13][cH:14][s:15]2. Starting materials: O=C([O-])[O-], CN(C)C=O, CS(=O)(=O)c1nc2ccc(I)cc2s1, [K+], [K+], OC1CCNC1, O. Product: OC1CCN(c2nc3ccc(I)cc3s2)C1. Reaction SMILES: [C:21](=[O:22])([O-:23])[O-:24].[CH3:28][N:29]([CH3:30])[CH:31]=[O:32].[I:1][c:2]1[cH:3][c:4]2[c:5]([n:6][c:7]([S:9]([CH3:10])(=[O:11])=[O:12])[s:8]2)[cH:13][cH:14]1.[K+:25].[K+:26].[NH:15]1[CH2:16][CH:17]([OH:20])[CH2:18][CH2:19]1.[OH2:27]>>[I:1][c:2]1[cH:3][c:4]2[c:5]([n:6][c:7]([N:15]3[CH2:16][CH:17]([OH:20])[CH2:18][CH2:19]3)[s:8]2)[cH:13][cH:14]1. Starting materials: ClCCl, [Ir], CCOC(=O)C=C(C)c1ccc2ccccc2c1. Yields the product CCOC(=O)CC(C)c1ccc2ccccc2c1. Reaction SMILES: [Cl:20][CH2:21][Cl:22].[Ir:19].[cH:1]1[c:2]([C:11](=[CH:12][C:13](=[O:14])[O:15][CH2:16][CH3:17])[CH3:18])[cH:3][cH:4][c:5]2[cH:6][cH:7][cH:8][cH:9][c:10]12>>[cH:1]1[c:2]([CH:11]([CH2:12][C:13](=[O:14])[O:15][CH2:16][CH3:17])[CH3:18])[cH:3][cH:4][c:5]2[cH:6][cH:7][cH:8][cH:9][c:10]12. As a reaction SMILES: [Cl:1]N1C(=O)CCC1=O.C1(P(C2C=CC=CC=2)C2C=CC=CC=2)C=CC=CC=1.[C:28]1([NH:34][CH:35]([CH:39](O)[CH3:40])[C:36]([O-:38])=[O:37])[CH:33]=[CH:32][CH:31]=[CH:30][CH:29]=1>C1COCC1>[C:28]1([NH:34][CH:35]([CH:39]([Cl:1])[CH3:40])[C:36]([OH:38])=[O:37])[CH:33]=[CH:32][CH:31]=[CH:30][CH:29]=1. Reaction conditions: time 8 hour. The reactants are m-phenoxybenzyl ester, C1(=CC=CC=C1)NC(C(=O)[O-])C(C)O (2-phenylamino-3-hydroxybutanoate), C1(=CC=CC=C1)P(C1=CC=CC=C1)C1=CC=CC=C1 (triphenylphosphine), ClN1C(CCC1=O)=O (N-chlorosuccinimide). Reported procedure: To a solution of N-chlorosuccinimide (1.24 g) and dry THF (60 ml), stirring at RT, is slowly added triphenylphosphine (2.43 g) in 50 ml of THF. Then th m-phenoxybenzyl ester of 2-phenylamino-3-hydroxybutanoate (3.5 g) in 30 ml of THF is added slowly. The reaction mixture is stirred overnight. The reaction is then concentrated under reduced pressure. The residue (oil) is taken up in ether, washed with water, dried over magnesium sulfate and evaporated to yield the m-phenoxybenzyl ester of 2-pheny... Product: m-phenoxybenzyl ester, C1(=CC=CC=C1)NC(C(=O)O)C(C)Cl (2-phenylamino-3-chloro-butanoic acid). Solvent: C1CCOC1 (THF), C1CCOC1 (THF), C1CCOC1 (THF). Starting materials: CCCCCCCCCCC1CCC(=O)O1, C[O-], [Na+], OCCNCCO. Product: CCCCCCCCCCC(O)CCC(=O)O. Reaction SMILES: [CH2:8]([CH2:9][CH2:10][CH2:11][CH2:12][CH2:13][CH2:14][CH2:15][CH2:16][CH3:17])[CH:18]1[CH2:19][CH2:20][C:21](=[O:22])[O:23]1.[CH3:24][O-:25].[Na+:26].[OH:1][CH2:2][CH2:3][NH:4][CH2:5][CH2:6][OH:7]>>[O:1]=[C:21]([CH2:20][CH2:19][CH:18]([CH2:8][CH2:9][CH2:10][CH2:11][CH2:12][CH2:13][CH2:14][CH2:15][CH2:16][CH3:17])[OH:23])[OH:22]. Reactants: Cl, CC(C)(C)OC(=O)N1CCN(c2ccc(CCCF)cc2)CC1, C1COCCO1. Product: FCCCc1ccc(N2CCNCC2)cc1. RXN SMILES: [ClH:24].[F:1][CH2:2][CH2:3][CH2:4][c:5]1[cH:6][cH:7][c:8]([N:11]2[CH2:12][CH2:13][N:14]([C:17]([O:18][C:19]([CH3:20])([CH3:21])[CH3:22])=[O:23])[CH2:15][CH2:16]2)[cH:9][cH:10]1.[O:25]1[CH2:26][CH2:27][O:28][CH2:29][CH2:30]1>>[F:1][CH2:2][CH2:3][CH2:4][c:5]1[cH:6][cH:7][c:8]([N:11]2[CH2:12][CH2:13][NH:14][CH2:15][CH2:16]2)[cH:9][cH:10]1. Starting materials: BrC=1C=CC(=NC1)N (5-Bromo-pyridin-2-ylamine), C(C)=O (acetaldehyde), COC(COC1=C(C=C(C(=C1)OC)SCCCN(C1=NC=C(C=C1)C1=CC=CC=C1)CC)C)=O ((4-{3-[Ethyl-(5-phenyl-pyridin-2-yl)-amino]-propylsulfanyl}-5-methoxy-2-methyl-phenoxy)-acetic acid methyl ester). Yields the product BrC=1C=CC(=NC1)NCC ((5-bromo-pyridin-2-yl)-ethyl-amine). As a reaction SMILES: [Br:1][C:2]1[CH:3]=[CH:4][C:5]([NH2:8])=[N:6][CH:7]=1.[CH:9](=O)[CH3:10].COC(=O)COC1C=C(OC)C(SCCCN(CC)C2C=CC(C3C=CC=CC=3)=CN=2)=CC=1C>>[Br:1][C:2]1[CH:3]=[CH:4][C:5]([NH:8][CH2:9][CH3:10])=[N:6][CH:7]=1. Procedure details: 5-Bromo-pyridin-2-ylamine and acetaldehyde were treated under the conditions of Compound 64C to give the intermediate (5-bromo-pyridin-2-yl)-ethyl-amine. This was then reacted with Compound 64A to give the title product. MS m/z 481 (M+1). Reactants: O=C(Br)CBr, ClCCl, Nc1ncc(Cl)nc1C(=O)c1ccccc1, [Na+], [Na+], O=C([O-])[O-]. The product is O=C(CBr)Nc1ncc(Cl)nc1C(=O)c1ccccc1. RXN SMILES: [Br:17][CH2:18][C:19](=[O:20])[Br:21].[CH2:28]([Cl:29])[Cl:30].[NH2:1][c:2]1[n:3][cH:4][c:5]([Cl:16])[n:6][c:7]1[C:8]([c:9]1[cH:10][cH:11][cH:12][cH:13][cH:14]1)=[O:15].[Na+:22].[Na+:23].[O-:24][C:25](=[O:26])[O-:27]>>[NH:1]([c:2]1[n:3][cH:4][c:5]([Cl:16])[n:6][c:7]1[C:8]([c:9]1[cH:10][cH:11][cH:12][cH:13][cH:14]1)=[O:15])[C:19]([CH2:18][Br:17])=[O:20].